From a dataset of the Open Reaction Database (ORD), a public repository of structured organic reaction records. describe an organic reaction: reactants, conditions, products, and yield Reagents/catalysts: C1=CC=C(C=C1)P(C2=CC=CC=C2)C3=CC=CC=C3.C1=CC=C(C=C1)P(C2=CC=CC=C2)C3=CC=CC=C3.C1=CC=C(C=C1)P(C2=CC=CC=C2)C3=CC=CC=C3.[Cl-].[Rh] (tris(triphenylphosphine)rhodium(I) chloride). As a reaction SMILES: [Br:1][C:2]1[CH:7]=[CH:6][C:5]([CH:8]=[CH:9][C:10]([C:12]2[C:17]([OH:18])=[CH:16][CH:15]=[CH:14][C:13]=2[O:19][CH2:20][C:21]([OH:23])=[O:22])=[O:11])=[CH:4][CH:3]=1.C([SiH](CC)CC)C.[OH-].[Na+].C(OCC)C>C1C=CC=CC=1.C1C=CC(P(C2C=CC=CC=2)C2C=CC=CC=2)=CC=1.C1C=CC(P(C2C=CC=CC=2)C2C=CC=CC=2)=CC=1.C1C=CC(P(C2C=CC=CC=2)C2C=CC=CC=2)=CC=1.[Cl-].[Rh]>[Br:1][C:2]1[CH:3]=[CH:4][CH:5]([CH:8]=[CH:9][C:10]([C:12]2[C:17]([OH:18])=[CH:16][CH:15]=[CH:14][C:13]=2[O:19][CH2:20][C:21]([OH:23])=[O:22])=[O:11])[CH2:6][CH:7]=1 |f:2.3,6.7.8.9.10|. Product: BrC1=CCC(C=C1)C=CC(=O)C1=C(C=CC=C1O)OCC(=O)O (4-bromo-2′-(carboxymethoxy)-6′-hydroxydihydrochalcone). Run in C1=CC=CC=C1 (benzene). Procedure: To a mixture of 6′-hydroxy-2′-(methoxycarbonylmethoxy)acetophenone (2.24 g) and 4-bromobenzaldehyde (2.78 g) in ethanol (30 mL) were added water (10 mL) and potassium hydroxide (6.73 g), and the mixture was stirred at room temperature overnight. To the reaction mixture was added 2 mol/L hydrochloric acid (70 mL), and the precipitated crystals were collected by filtration. The crystals were washed with water and dried under reduced pressure to give 4-bromo-2′-(carboxymethoxy)-6′-hydroxychalcone (... Starting materials: BrC1=CC=C(C=C1)C=CC(=O)C1=C(C=CC=C1O)OCC(=O)O (4-bromo-2′-(carboxymethoxy)-6′-hydroxychalcone), [OH-].[Na+] (sodium hydroxide), C(C)OCC (diethyl ether), C(C)[SiH](CC)CC (triethylsilane). Isolated yield 29.6%. Run at temperature 70 celsius, time 8 hour. Starting materials: BrC1=C(COC2CN(CCC2C2=CC=C(C=C2)OCCCOCC2=C(C=CC=C2)OC)C(=O)OCC2=CC=CC=C2)C=CC=C1[N+](=O)[O-] (benzyl 3-(2-bromo-3-nitrobenzyloxy)-4-{4-[3-(2-methoxybenzyloxy)propoxy]phenyl}piperidine-1-carboxylate), C(C)(C)[Mg]Br (isopropylmagnesium bromide). Yields the product BrC=1C(=CC=C2C=C(NC12)C)COC1CN(CCC1C1=CC=C(C=C1)OCCCOCC1=C(C=CC=C1)OC)C(=O)OCC1=CC=CC=C1 (Benzyl 3-(7-bromo-2-methyl-1H-indol-6-ylmethoxy)-4-{4-[3-(2-methoxybenzyloxy)propoxy]phenyl}piperidine-1-carboxylate). Reaction SMILES: [Br:1][C:2]1[C:45]([N+:46]([O-])=O)=[CH:44][CH:43]=[CH:42][C:3]=1[CH2:4][O:5][CH:6]1[CH:11]([C:12]2[CH:17]=[CH:16][C:15]([O:18][CH2:19][CH2:20][CH2:21][O:22][CH2:23][C:24]3[CH:29]=[CH:28][CH:27]=[CH:26][C:25]=3[O:30][CH3:31])=[CH:14][CH:13]=2)[CH2:10][CH2:9][N:8]([C:32]([O:34][CH2:35][C:36]2[CH:41]=[CH:40][CH:39]=[CH:38][CH:37]=2)=[O:33])[CH2:7]1.[CH:49]([Mg]Br)([CH3:51])[CH3:50]>>[Br:1][C:2]1[C:3]([CH2:4][O:5][CH:6]2[CH:11]([C:12]3[CH:17]=[CH:16][C:15]([O:18][CH2:19][CH2:20][CH2:21][O:22][CH2:23][C:24]4[CH:29]=[CH:28][CH:27]=[CH:26][C:25]=4[O:30][CH3:31])=[CH:14][CH:13]=3)[CH2:10][CH2:9][N:8]([C:32]([O:34][CH2:35][C:36]3[CH:41]=[CH:40][CH:39]=[CH:38][CH:37]=3)=[O:33])[CH2:7]2)=[CH:42][CH:43]=[C:44]2[C:45]=1[NH:46][C:49]([CH3:51])=[CH:50]2. Reported procedure: Analogously to Example 21b, 0.350 g of benzyl 3-(2-bromo-3-nitrobenzyloxy)-4-{4-[3-(2-methoxybenzyloxy)propoxy]phenyl}piperidine-1-carboxylate (Example 21c) and 2.84 ml of isopropylmagnesium bromide (0.5M in tetrahydrofuran) are reacted. The title compound is obtained as a white foam. Rf=0.23 (1:2 EtOAc-heptane); Rt=6.13. The reactants are N1N=NC2=C1C=CC=C2O (1H-benzo[d][1,2,3]triazol-4-ol), [H-].[Na+] (sodium hydride), C(C)(C)(C)[Si](C)(C)Cl (tert-butylchlorodimethylsilane). Solvent: O1CCCC1 (tetrahydrofuran). Reaction conditions: time 10 minute. Product: [Si](C)(C)(C(C)(C)C)OC1=CC=CC=2NN=NC21 (4-(tert-butyldimethylsilyloxy)-1H-benzo[d][1,2,3]triazole). RXN SMILES: [NH:1]1[C:5]2[CH:6]=[CH:7][CH:8]=[C:9]([OH:10])[C:4]=2[N:3]=[N:2]1.[H-].[Na+].[C:13]([Si:17](Cl)([CH3:19])[CH3:18])([CH3:16])([CH3:15])[CH3:14]>O1CCCC1>[Si:17]([O:10][C:9]1[C:4]2[N:3]=[N:2][NH:1][C:5]=2[CH:6]=[CH:7][CH:8]=1)([C:13]([CH3:16])([CH3:15])[CH3:14])([CH3:19])[CH3:18] |f:1.2|. Procedure: 1H-benzo[d][1,2,3]triazol-4-ol (2.0 g) in tetrahydrofuran (30 mL) was treated with 60% sodium hydride (0.622 g). After 10 minutes, tert-butylchlorodimethylsilane (2.454 g) was added. The solution was stirred for 16 hours. The solvent was removed, and the residue was purified by flash column chromatography on silica gel using 10-50% ethyl acetate in hexanes as eluent to give the title compound. The reactants are CC=1N=CN(C1)C1=CC=C2N(CCN(C2=O)[C@@H](C)[C@H]2O[C@H](CC2)C2=CC=C(C=C2)C(F)(F)F)C1=O (7-(4-Methyl-1H-imidazol-1-yl)-2-[(1S)-1-{(2S,5R)-5-[4-(trifluoromethyl)phenyl]tetrahydrofuran-2-yl}ethyl]-3,4-dihydro-2H-pyrido[1,2-a]pyrazine-1,6-dione). Solvent: O1CCCC1 (tetrahydrofuran). The product is FC(C1=CC=C(C=C1)[C@H]1CC[C@H](O1)[C@H](C)N)(F)F ((1S)-1-{(2S,5R)-5-[4-(trifluoromethyl)phenyl]tetrahydrofuran-2-yl}ethanamine). As a reaction SMILES: CC1N=CN(C2C(=O)N3CC[N:14]([C@H:17]([C@@H:19]4[CH2:23][CH2:22][C@H:21]([C:24]5[CH:29]=[CH:28][C:27]([C:30]([F:33])([F:32])[F:31])=[CH:26][CH:25]=5)[O:20]4)[CH3:18])C(=O)C3=CC=2)C=1>O1CCCC1>[F:32][C:30]([F:31])([F:33])[C:27]1[CH:26]=[CH:25][C:24]([C@@H:21]2[O:20][C@H:19]([C@@H:17]([NH2:14])[CH3:18])[CH2:23][CH2:22]2)=[CH:29][CH:28]=1. Procedure details: Palladium hydroxide on carbon (˜50% water, 10 wt % palladium, 7.1 g, 5 mmol) was added to a slurry of C40 (22.0 g, 50.3 mmol) and ammonium formate (80.2 g, 1.27 mol) in methanol (500 mL), and the reaction mixture was stirred for 2.5 hours at room temperature, then combined with similar reactions run on C41 (24.5 g, 56.0 mmol) and filtered through Celite, rinsing with methanol (1 L). The filtrate was concentrated in vacuo and treated with aqueous sodium hydroxide solution (0.2 M, roughly 800 mL),... Reactants: C([O-])([O-])=O.[Na+].[Na+] (sodium carbonate), [OH-].[Na+] (NaOH), COC1=CC=C(C=N1)B(O)O (6-methoxypyridin-3-ylboronic acid), ClC=1C=C(C(=NC1)NC=1C=NC(=CC1)OC)C1=NC(=NC(=N1)C)N(CC1=CC=C(C=C1)OC)CC1=CC=C(C=C1)OC (4-(5-chloro-2-(6-methoxypyridin-3-ylamino)pyridin-3-yl)-N,N-bis(4-methoxybenzyl)-6-methyl-1,3,5-triazin-2-amine), C1(CCCCC1)P(C1=C(C=CC=C1)C1=C(C=C(C=C1C(C)C)C(C)C)C(C)C)C1CCCCC1 (dicyclohexyl(2′,4′,6′-triisopropylbiphenyl-2-yl)phosphine). The reagents and catalysts are C=1C=CC(=CC1)/C=C/C(=O)/C=C/C2=CC=CC=C2.C=1C=CC(=CC1)/C=C/C(=O)/C=C/C2=CC=CC=C2.C=1C=CC(=CC1)/C=C/C(=O)/C=C/C2=CC=CC=C2.[Pd].[Pd] (Pd2dba3). Solvent: O1CCOCC1 (dioxane). Run at temperature 140 celsius. Yields the product COC1=CC=C(CN(C2=NC(=NC(=N2)C)C=2C=C(C=NC2NC=2C=NC(=CC2)OC)C=2C=NC(=CC2)OC)CC2=CC=C(C=C2)OC)C=C1 (5-(4-(Bis(4-Methoxybenzyl)Amino)-6-Methyl-1,3,5-Triazin-2-yl)-6′-Methoxy-N-(6-Methoxypyridin-3-yl)-3,3′-Bipyridin-6-Amine). Reaction SMILES: [CH3:1][O:2][C:3]1[N:8]=[CH:7][C:6](B(O)O)=[CH:5][CH:4]=1.Cl[C:13]1[CH:14]=[C:15]([C:28]2[N:33]=[C:32]([CH3:34])[N:31]=[C:30]([N:35]([CH2:45][C:46]3[CH:51]=[CH:50][C:49]([O:52][CH3:53])=[CH:48][CH:47]=3)[CH2:36][C:37]3[CH:42]=[CH:41][C:40]([O:43][CH3:44])=[CH:39][CH:38]=3)[N:29]=2)[C:16]([NH:19][C:20]2[CH:21]=[N:22][C:23]([O:26][CH3:27])=[CH:24][CH:25]=2)=[N:17][CH:18]=1.C1(P(C2CCCCC2)C2C=CC=CC=2C2C(C(C)C)=CC(C(C)C)=CC=2C(C)C)CCCCC1.C(=O)([O-])[O-].[Na+].[Na+].[OH-].[Na+]>C1C=CC(/C=C/C(/C=C/C2C=CC=CC=2)=O)=CC=1.C1C=CC(/C=C/C(/C=C/C2C=CC=CC=2)=O)=CC=1.C1C=CC(/C=C/C(/C=C/C2C=CC=CC=2)=O)=CC=1.[Pd].[Pd].O1CCOCC1>[CH3:44][O:43][C:40]1[CH:41]=[CH:42][C:37]([CH2:36][N:35]([CH2:45][C:46]2[CH:51]=[CH:50][C:49]([O:52][CH3:53])=[CH:48][CH:47]=2)[C:30]2[N:31]=[C:32]([CH3:34])[N:33]=[C:28]([C:15]3[CH:14]=[C:13]([C:6]4[CH:7]=[N:8][C:3]([O:2][CH3:1])=[CH:4][CH:5]=4)[CH:18]=[N:17][C:16]=3[NH:19][C:20]3[CH:21]=[N:22][C:23]([O:26][CH3:27])=[CH:24][CH:25]=3)[N:29]=2)=[CH:38][CH:39]=1 |f:3.4.5,6.7,8.9.10.11.12|. Procedure: A mixture of 6-methoxypyridin-3-ylboronic acid (0.039 g, 0.256 mmol), 4-(5-chloro-2-(6-methoxypyridin-3-ylamino)pyridin-3-yl)-N,N-bis(4-methoxybenzyl)-6-methyl-1,3,5-triazin-2-amine (0.1244 g, 0.213 mmol), Pd2dba3 (7.80 mg, 8.52 μmol), and dicyclohexyl(2′,4′,6′-triisopropylbiphenyl-2-yl)phosphine (8.12 mg, 0.017 mmol) was purged with argon. The mixture were treated with dioxane (2.0 mL) and sodium carbonate (0.27 mL, 0.53 mmol) and heated in a Biotage Initiator microwave at 140° C. for 30 min. T... Reactants: CC(=O)Oc1cc(CC(=O)O)ccc1[N+](=O)[O-], CN(C)C=O, O=C(Cl)C(=O)Cl, ClCCl. Product: CC(=O)Oc1cc(CC(=O)Cl)ccc1[N+](=O)[O-]. As a reaction SMILES: [C:1]([CH3:2])(=[O:3])[O:4][c:5]1[cH:6][c:7]([CH2:14][C:15](=[O:16])[OH:17])[cH:8][cH:9][c:10]1[N+:11](=[O:12])[O-:13].[CH3:24][N:25]([CH3:26])[CH:27]=[O:28].[Cl:18][C:19]([C:20]([Cl:21])=[O:22])=[O:23].[Cl:29][CH2:30][Cl:31]>>[C:1]([CH3:2])(=[O:3])[O:4][c:5]1[cH:6][c:7]([CH2:14][C:15](=[O:17])[Cl:18])[cH:8][cH:9][c:10]1[N+:11](=[O:12])[O-:13]. Run at time 2 day. Product: BrC1=CC=2C3=C(C=NC2C=C1)N(C(N3C3=CC=C(C=C3)C(C#N)(C)C)=O)C (2-[4-(8-Bromo-3-methyl-2-oxo-2,3-dihydro-imidazo[4,5-c]quinolin-1-yl)-phenyl]-2-methyl-propionitrile). Reagents/catalysts: [Br-].C(CCC)[N+](CCCC)(CCCC)CCCC (tetrabutylammonium bromide). Reaction SMILES: [Br:1][C:2]1[CH:11]=[CH:10][C:9]2[N:8]=[CH:7][C:6]3[NH:12][C:13](=[O:26])[N:14]([C:15]4[CH:20]=[CH:19][C:18]([C:21]([CH3:25])([CH3:24])[C:22]#[N:23])=[CH:17][CH:16]=4)[C:5]=3[C:4]=2[CH:3]=1.I[CH3:28].[OH-].[Na+]>[Br-].C([N+](CCCC)(CCCC)CCCC)CCC.C(Cl)Cl.O>[Br:1][C:2]1[CH:11]=[CH:10][C:9]2[N:8]=[CH:7][C:6]3[N:12]([CH3:28])[C:13](=[O:26])[N:14]([C:15]4[CH:20]=[CH:19][C:18]([C:21]([CH3:24])([CH3:25])[C:22]#[N:23])=[CH:17][CH:16]=4)[C:5]=3[C:4]=2[CH:3]=1 |f:2.3,4.5|. The solvent is C(Cl)Cl (CH2Cl2), O (H2O), O (H2O). Starting materials: BrC1=CC=2C3=C(C=NC2C=C1)NC(N3C3=CC=C(C=C3)C(C#N)(C)C)=O (2-[4-(8-Bromo-2-oxo-2,3-dihydro-imidazo[4,5-c]quinolin-1-yl)-phenyl]-2-methyl-propionitrile), IC (iodomethane), [OH-].[Na+] (NaOH), IC (iodomethane), [OH-].[Na+] (NaOH). Reported procedure: To a solution of 3.45 g (8.47 mmol) of 2-[4-(8-bromo-2-oxo-2,3-dihydro-imidazo[4,5-c]quinolin-1-yl)-phenyl]-2-methyl-propionitrile (Example 1h), 1.8 g (12.7 mmol) of iodomethane (Fluka, Buchs, Switzerland) and 273 mg (0.847 mmol) of tetrabutylammonium bromide (Fluka, Buchs, Switzerland) in 170 ml of CH2Cl2 is added a solution of 508 mg (12.7 mmol) of NaOH (Fluka, Buchs, Switzerland) in 85 ml of H2O. The reaction mixture is stirred for 2 days and 900 mg (6.35 mmol) of iodomethane and 254 mg (6.35... Procedure: A mixture of 2-(5-{1-[4-(cyclopropylsulfonyl)phenyl]-2-(tetrahydro-2H-pyran-4-yl)ethyl}-1H-pyrrol-2-yl)-1,3-thiazole-5-carbaldehyde (0.31 g), 2-(ethylsulfanyl)ethanamine (0.14 g), acetic acid (1 drop) and tetrahydrofuran (2 mL) was stirred overnight at 50° C. To the reaction mixture was added saturated aqueous sodium hydrogen carbonate, and the mixture was extracted with ethyl acetate. The ethyl acetate layer was m washed with saturated brine, dried (MgSO4) and concentrated. The obtained residue... Product: C1(CC1)S(=O)(=O)C1=CC=C(C=C1)C(CC1CCOCC1)C1=CC=C(N1)C=1SC(=CN1)CNCCSCC (N-{[2-(5-{1-[4-(cyclopropylsulfonyl)phenyl]-2-(tetrahydro-2H-pyran-4-yl)ethyl}-1H-pyrrol-2-yl)-1,3-thiazol-5-yl]methyl}-2-(ethylsulfanyl)ethanamine). Reagents/catalysts: C(C)(=O)O (acetic acid). Run in O1CCCC1 (tetrahydrofuran). RXN SMILES: [CH:1]1([S:4]([C:7]2[CH:12]=[CH:11][C:10]([CH:13]([C:21]3[NH:25][C:24]([C:26]4[S:27][C:28]([CH:31]=O)=[CH:29][N:30]=4)=[CH:23][CH:22]=3)[CH2:14][CH:15]3[CH2:20][CH2:19][O:18][CH2:17][CH2:16]3)=[CH:9][CH:8]=2)(=[O:6])=[O:5])[CH2:3][CH2:2]1.[CH2:33]([S:35][CH2:36][CH2:37][NH2:38])[CH3:34].C(=O)([O-])O.[Na+]>C(O)(=O)C.O1CCCC1>[CH:1]1([S:4]([C:7]2[CH:8]=[CH:9][C:10]([CH:13]([C:21]3[NH:25][C:24]([C:26]4[S:27][C:28]([CH2:31][NH:38][CH2:37][CH2:36][S:35][CH2:33][CH3:34])=[CH:29][N:30]=4)=[CH:23][CH:22]=3)[CH2:14][CH:15]3[CH2:16][CH2:17][O:18][CH2:19][CH2:20]3)=[CH:11][CH:12]=2)(=[O:5])=[O:6])[CH2:3][CH2:2]1 |f:2.3|. Reactants: C1(CC1)S(=O)(=O)C1=CC=C(C=C1)C(CC1CCOCC1)C1=CC=C(N1)C=1SC(=CN1)C=O (2-(5-{1-[4-(cyclopropylsulfonyl)phenyl]-2-(tetrahydro-2H-pyran-4-yl)ethyl}-1H-pyrrol-2-yl)-1,3-thiazole-5-carbaldehyde), C(C)SCCN (2-(ethylsulfanyl)ethanamine), C(O)([O-])=O.[Na+] (sodium hydrogen carbonate). Run at temperature 50 celsius, time 8 hour. Reactants: TEA, N[C@H](CCCNC(NS(=O)(=O)C1=CC=C(C)C=C1)=N)C(=O)NCC(=O)OCC1=CC=CC=C1 (H—(D)—Arg(Tos)—Gly—OBn), C(C1=CC=CC=C1)S(=O)(=O)Cl (BnSO2Cl). Solvent: CN(C)C=O (DMF). Run at temperature 25 celsius, time 3 hour. Product: C(C1=CC=CC=C1)S(=O)(=O)N[C@H](CCCNC(NS(=O)(=O)C1=CC=C(C)C=C1)=N)C(=O)NCC(=O)OCC1=CC=CC=C1 (BnSO2—(D)—Arg(Tos)—Gly—OBn). The yield is 30.0%. RXN SMILES: [NH2:1][C@@H:2]([C:20]([NH:22][CH2:23][C:24]([O:26][CH2:27][C:28]1[CH:33]=[CH:32][CH:31]=[CH:30][CH:29]=1)=[O:25])=[O:21])[CH2:3][CH2:4][CH2:5][NH:6][C:7](=[NH:19])[NH:8][S:9]([C:12]1[CH:18]=[CH:17][C:15]([CH3:16])=[CH:14][CH:13]=1)(=[O:11])=[O:10].[CH2:34]([S:41](Cl)(=[O:43])=[O:42])[C:35]1[CH:40]=[CH:39][CH:38]=[CH:37][CH:36]=1>CN(C=O)C>[CH2:34]([S:41]([NH:1][C@@H:2]([C:20]([NH:22][CH2:23][C:24]([O:26][CH2:27][C:28]1[CH:29]=[CH:30][CH:31]=[CH:32][CH:33]=1)=[O:25])=[O:21])[CH2:3][CH2:4][CH2:5][NH:6][C:7](=[NH:19])[NH:8][S:9]([C:12]1[CH:13]=[CH:14][C:15]([CH3:16])=[CH:17][CH:18]=1)(=[O:11])=[O:10])(=[O:43])=[O:42])[C:35]1[CH:40]=[CH:39][CH:38]=[CH:37][CH:36]=1. Procedure details: The oily residue of the compound of Example 9 was dissolved in 5 mL of DMF, cooled to 0° C. and neutralized with 1 mL of TEA. To the solution was added BnSO2Cl (397 mg, 2.0 mmol) and the solution was stirred at 0° C. for 3 h and 25° C. for 3 h. DMF was removed and residue was dissolved in 100 mL of EtOAc and 20 mL of water. The organic layer was separated, washed with sat. NaHCO3 (10 mL), water (10 mL), 1 N HCl (10 mL) and sat. NaCl (3×10 mL), dried with MgSO4, filtered and evaporated. The solid...